Dataset: the Open Reaction Database (ORD), a public repository of structured organic reaction records. Task: describe an organic reaction: reactants, conditions, products, and yield Starting materials: C(C)(=O)OC=CC1CC(N1)=O (4-(2-acetoxyvinyl)-2-azetidinone), [H][H] (hydrogen). Reagents/catalysts: [Pd] (Pd/C). Solvent: C(C)(=O)OCC (ethyl acetate). Product: C(C)(=O)OCCC1CC(N1)=O (4-(2-acetoxyethyl)-2-azetidinone). Isolated yield 97.9%. RXN SMILES: [C:1]([O:4][CH:5]=[CH:6][CH:7]1[NH:10][C:9](=[O:11])[CH2:8]1)(=[O:3])[CH3:2].[H][H]>C(OCC)(=O)C.[Pd]>[C:1]([O:4][CH2:5][CH2:6][CH:7]1[NH:10][C:9](=[O:11])[CH2:8]1)(=[O:3])[CH3:2]. Reported procedure: A solution of 4-(2-acetoxyvinyl)-2-azetidinone (10.0 g, 0.065 mole) in 200 ml ethyl acetate containing 100 mg of 10% Pd/C is hydrogenated on a Parr shaker at 25° C. under 40 psi hydrogen for 15 minutes. The mixture is filtered through a bed of Supercel and washed with additional ethyl acetate. The combined filtrate is evaporated in vacuo to give 4-(2-acetoxyethyl)-2-azetidinone (10.0 g) as a crystalline solid. Recrystallization from ether affords white crystals: M.P. 44°-7°; ir (CHCl3) μ 5.66, 5... Starting materials: 4b, ClC1=CC=C(C=N1)S(=O)(=O)N1C[C@]2(CC3=C(C=C2CC1)N(N=C3)C3=CC=C(C=C3)F)COC ((R)-6-(6-chloropyridine-3-sulfonyl)-1-(4-fluorophenyl)-4a-methoxymethyl-4,4a,5,6,7,8-hexahydro-1H-1,2,6-triazacyclopenta[b]naphthalene), N1CCNCC1 (piperazine). Yields the product FC1=CC=C(C=C1)N1N=CC2=C1C=C1CCN(C[C@]1(C2)COC)S(=O)(=O)C=2C=NC(=CC2)N2CCNCC2 ((R)-1-(4-Fluorophenyl)-4a-methoxymethyl-6-[[6-(1-piperazinyl)-3-pyridinyl]sulfonyl]-1,4,7,8-tetrahydro-1,2,6-triazacyclopenta[b]naphthalene). As a reaction SMILES: Cl[C:2]1[N:7]=[CH:6][C:5]([S:8]([N:11]2[CH2:20][CH2:19][C:18]3[C@:13]([CH2:31][O:32][CH3:33])([CH2:14][C:15]4[CH:23]=[N:22][N:21]([C:24]5[CH:29]=[CH:28][C:27]([F:30])=[CH:26][CH:25]=5)[C:16]=4[CH:17]=3)[CH2:12]2)(=[O:10])=[O:9])=[CH:4][CH:3]=1.[NH:34]1[CH2:39][CH2:38][NH:37][CH2:36][CH2:35]1>>[F:30][C:27]1[CH:28]=[CH:29][C:24]([N:21]2[C:16]3[CH:17]=[C:18]4[C@:13]([CH2:31][O:32][CH3:33])([CH2:14][C:15]=3[CH:23]=[N:22]2)[CH2:12][N:11]([S:8]([C:5]2[CH:6]=[N:7][C:2]([N:34]3[CH2:39][CH2:38][NH:37][CH2:36][CH2:35]3)=[CH:3][CH:4]=2)(=[O:10])=[O:9])[CH2:20][CH2:19]4)=[CH:25][CH:26]=1. Procedure details: The title compound was prepared by the method of Preparation 4b using (R)-6-(6-chloropyridine-3-sulfonyl)-1-(4-fluorophenyl)-4a-methoxymethyl-4,4a,5,6,7,8-hexahydro-1H-1,2,6-triazacyclopenta[b]naphthalene and piperazine. LCMS (Method C): 539 (M+H)+, Retention time 7.4 minutes. Starting materials: COC(=O)C1=C(C=NC=C1)CC1=CC=C(C=C1)C#N (3-(4-cyanobenzyl)pyridin-4-carboxylic acid methyl ester), C(=O)(OC(C)(C)C)NCC(=O)O (Boc-glycine), HOBt ·H2O, CCN=C=NCCCN(C)C.Cl (EDC·HCl), CN(C)C=O (DMF), CCOC(=O)C (EtOAc). Run at time 2.5 hour. The product is C(#N)C1=CC=C(CN2C=NC=C2CN(NC(CNC(=O)OC(C)(C)C)=O)CC(=O)OC)C=C1 (1-(4-cyanobenzyl)-5-[N-((carbomethoxy)-methyl)-N-(2-((tert-butoxycarbonyl)amino)acetamido)aminomethyl]imidazole). RXN SMILES: COC(C1C=CN=CC=1[CH2:11][C:12]1[CH:17]=[CH:16][C:15]([C:18]#[N:19])=[CH:14][CH:13]=1)=O.[C:20]([NH:27][CH2:28][C:29]([OH:31])=O)([O:22][C:23]([CH3:26])([CH3:25])[CH3:24])=[O:21].CC[N:34]=[C:35]=[N:36][CH2:37][CH2:38][CH2:39][N:40]([CH3:42])C.Cl.C[CH2:45][O:46][C:47](C)=[O:48].C[N:51](C=O)C>>[C:18]([C:15]1[CH:14]=[CH:13][C:12]([CH2:11][N:34]2[C:38]([CH2:39][N:40]([CH2:42][C:47]([O:46][CH3:45])=[O:48])[NH:51][C:29](=[O:31])[CH2:28][NH:27][C:20]([O:22][C:23]([CH3:24])([CH3:25])[CH3:26])=[O:21])=[CH:37][N:36]=[CH:35]2)=[CH:17][CH:16]=1)#[N:19] |f:2.3|. Reported procedure: To a solution of the product of Step A (750 mg, 2.64 mmol) and Boc-glycine (462 mg, 2.64 mmol) in 10 mL of DMF was added HOBt ·H2O (392 mg, 2.9 mmol) and EDC·HCl (556 mg, 2.9 mmol). The reaction was stirred at room temperature for 2.5 hours. The solution was poured into EtOAc and washed with sat. aq. NaHCO3 soln., and brine, then dried (Na2SO4), filtered, and concentrated in vacuo. The resulting titled product was used in the next step without further purification. Starting materials: solution, B(Br)(Br)Br (boron tribromide), B(Br)(Br)Br (boron tribromide), Cl (HCl), COC1=CC=C(C=C1)C1(C2=CC(=CC=C2C=2C=CC(=CC12)N(C1=CC=CC=C1)C1=CC=CC=C1)N(C1=CC=CC=C1)C1=CC=CC=C1)C1=CC=C(C=C1)OC (9,9-di(4-methoxyphenyl)-2,7-bis(diphenylamino)fluorene), COC1=CC=C(C=C1)C1(C2=CC(=CC=C2C=2C=CC(=CC12)N(C1=CC=CC=C1)C1=CC=CC=C1)N(C1=CC=CC=C1)C1=CC=CC=C1)C1=CC=C(C=C1)OC (9,9-di(4-methoxyphenyl)-2,7-bis(diphenylamino)fluorene), ice. Solvent: ClCCl (dichloromethane), ClCCl (dichloromethane). Yields the product C(=C)C1=CC=C(C=C1)COC1=CC=C(C=C1)C1(C2=CC(=CC=C2C=2C=CC(=CC12)N(C1=CC=CC=C1)C1=CC=CC=C1)N(C1=CC=CC=C1)C1=CC=CC=C1)C1=CC=C(C=C1)OCC1=CC=C(C=C1)C=C (9,9-di(4-(4-vinylphenyl)methoxyphenyl)-2,7-bis(diphenylamino)fluorene). Yield: 101.5%. As a reaction SMILES: [CH3:1][O:2][C:3]1[CH:8]=[CH:7][C:6]([C:9]2([C:48]3[CH:53]=[CH:52][C:51]([O:54][CH3:55])=[CH:50][CH:49]=3)[C:21]3[CH:20]=[C:19]([N:22]([C:29]4[CH:34]=[CH:33][CH:32]=[CH:31][CH:30]=4)[C:23]4[CH:28]=[CH:27][CH:26]=[CH:25][CH:24]=4)[CH:18]=[CH:17][C:16]=3[C:15]3[C:10]2=[CH:11][C:12]([N:35]([C:42]2[CH:47]=[CH:46][CH:45]=[CH:44][CH:43]=2)[C:36]2[CH:41]=[CH:40][CH:39]=[CH:38][CH:37]=2)=[CH:13][CH:14]=3)=[CH:5][CH:4]=1.B(Br)(Br)Br.Cl>ClCCl>[CH:15]([C:16]1[CH:17]=[CH:18][C:19]([CH2:1][O:2][C:3]2[CH:4]=[CH:5][C:6]([C:9]3([C:48]4[CH:49]=[CH:50][C:51]([O:54][CH2:55][C:3]5[CH:4]=[CH:5][C:6]([CH:9]=[CH2:10])=[CH:7][CH:8]=5)=[CH:52][CH:53]=4)[C:10]4[CH:11]=[C:12]([N:35]([C:42]5[CH:43]=[CH:44][CH:45]=[CH:46][CH:47]=5)[C:36]5[CH:41]=[CH:40][CH:39]=[CH:38][CH:37]=5)[CH:13]=[CH:14][C:15]=4[C:16]4[C:21]3=[CH:20][C:19]([N:22]([C:29]3[CH:34]=[CH:33][CH:32]=[CH:31][CH:30]=3)[C:23]3[CH:28]=[CH:27][CH:26]=[CH:25][CH:24]=3)=[CH:18][CH:17]=4)=[CH:7][CH:8]=2)=[CH:20][CH:21]=1)=[CH2:14]. Procedure details: 5.36 g (7.52 mmol) of 9,9-di(4-methoxyphenyl)-2,7-bis(diphenylamino)fluorene (Compound 2) is dissolved in 25 ml of dichloromethane and the solution cooled in a dry ice-acetone bath under the protection of flowing nitrogen. To this solution, 34 ml (34 mmol) of a 1.0 M solution of boron tribromide in dichloromethane is added dropwise while the reaction is stirred. After the addition of boron tribromide, the reaction mixture is allowed to warm to room temperature and is stirred at room temperature ... The reactants are N1=CC=CC=C1 (pyridine), FC(C(=O)O)(F)F (trifluoroacetic acid), Cl[Si](C)(C)C (chlorotrimethylsilane), C(C1=CC=CC=C1)OC(C[C@H](C(=O)N[C@@H](C(C)(C)C)C(NC)=O)N1C=C(C=C1)C1=CC=NC=C1)=O (N-(2,2-dimethyl-1(S)-methylcarbamoylpropyl)-3(R)-(3-pyridin-4-yl-1H-pyrrol-1-yl)succinamic acid benzyl ester), D-aspartate β-benzyl ester, COC1OC(CC1C1=CC=C(C=C1)C1=CC=NC=C1)OC (2,5-dimethoxy-3-(4-(pyridin-4-yl)phenyl)tetrahydrofuran). Run in ClCCCl (1,2-dichloroethane). Reaction conditions: time 17 hour. The product is Cl.C(C1=CC=CC=C1)OC(C[C@H](C(=O)O)N1C=C(C=C1)C1=CC=C(C=C1)C1=CC=NC=C1)=O (2(R)-[3-[4-(Pyridin-4-yl)phenyl]-1H-pyrrol-1-yl]succinic Acid 4-Benzyl Ester Hydrochloride). Reaction SMILES: [CH2:1]([O:8][C:9](=[O:35])[CH2:10][C@@H:11]([N:24]1[CH:28]=[CH:27][C:26]([C:29]2[CH:34]=[CH:33]N=[CH:31][CH:30]=2)=[CH:25]1)[C:12](N[C@H](C(=O)NC)C(C)(C)C)=[O:13])[C:2]1[CH:7]=[CH:6][CH:5]=[CH:4][CH:3]=1.COC1C(C2C=C[C:46]([C:49]3[CH:54]=[CH:53][N:52]=[CH:51][CH:50]=3)=CC=2)CC(OC)O1.N1C=CC=CC=1.FC(F)(F)C(O)=[O:66].[Cl:70][Si](C)(C)C>ClCCCl>[ClH:70].[CH2:1]([O:8][C:9](=[O:35])[CH2:10][C@@H:11]([N:24]1[CH:28]=[CH:27][C:26]([C:29]2[CH:34]=[CH:33][C:46]([C:49]3[CH:54]=[CH:53][N:52]=[CH:51][CH:50]=3)=[CH:31][CH:30]=2)=[CH:25]1)[C:12]([OH:66])=[O:13])[C:2]1[CH:7]=[CH:6][CH:5]=[CH:4][CH:3]=1 |f:6.7|. Procedure: According to the procedure as described in Example 1(d) for the preparation of N-(2,2-dimethyl-1(S)-methylcarbamoylpropyl)-3(R)-(3-pyridin-4-yl-1H-pyrrol-1-yl)succinamic acid benzyl ester, to a solution of D-aspartate β-benzyl ester (223 mg, 1.00 mmol) and 2,5-dimethoxy-3-(4-(pyridin-4-yl)phenyl)tetrahydrofuran (350 mg, 1.20 mmol; prepared as described in Example 5(a)) in 1,2-dichloroethane was added sequentially pyridine (0.16 mL, 2.0 mmol), trifluoroacetic acid (0.08 mL, 1 mmol), and chlorotri...